This data is from the Open Reaction Database (ORD), a public repository of structured organic reaction records. The task is: describe an organic reaction: reactants, conditions, products, and yield Starting materials: [O-]O.C(C)(C)C1=CC(=CC=C1)C(C)C (m-diisopropylbenzene monohydroperoxide), C(C)(C)C1=CC(=CC=C1)C(C)C (m-diisopropylbenzene), raw material, CC1=C(C(=C(C2=C1COC2=O)O[C@H]3[C@@H]([C@H]([C@@H]([C@H](O3)C(=O)O)O)O)O)C/C=C(\C)/CCC(=O)O)OC (MPaG). The product is [O-]O.[O-]O.C(C)(C)C1=CC(=CC=C1)C(C)C (m-diisopropylbenzene dihydroperoxide), [O-]O.C(C)(C)C1=CC(=CC=C1)C(C)C (m-diisopropylbenzene monohydroperoxide), C(C)(C)C1=CC(=CC=C1)C(C)C (m-diisopropylbenzene). RXN SMILES: [O-:1][OH:2].[CH:3]([C:6]1[CH:11]=[CH:10][CH:9]=[C:8]([CH:12]([CH3:14])[CH3:13])[CH:7]=1)([CH3:5])[CH3:4].[CH:15]([C:18]1[CH:23]=[CH:22][CH:21]=[C:20]([CH:24]([CH3:26])[CH3:25])[CH:19]=1)([CH3:17])[CH3:16].CC1C2COC(=O)C=2C(O[C@@H]2O[C@H](C(O)=O)[C@@H](O)[C@H](O)[C@H]2O)=C(C/C=C(/CCC(O)=O)\C)C=1OC>>[O-:1][OH:2].[O-:1][OH:2].[CH:12]([C:8]1[CH:9]=[CH:10][CH:11]=[C:6]([CH:3]([CH3:5])[CH3:4])[CH:7]=1)([CH3:14])[CH3:13].[O-:1][OH:2].[CH:24]([C:20]1[CH:21]=[CH:22][CH:23]=[C:18]([CH:15]([CH3:17])[CH3:16])[CH:19]=1)([CH3:26])[CH3:25].[CH:12]([C:8]1[CH:9]=[CH:10][CH:11]=[C:6]([CH:3]([CH3:5])[CH3:4])[CH:7]=1)([CH3:14])[CH3:13] |f:0.1,4.5.6,7.8|. Procedure: The raw material liquid for oxidation usually contains 20 to 60% by weight of m-diisopropylbenzene monohydroperoxide and 10 to 40% by weight of m-diisopropylbenzene. As usual reaction conditions, a temperature of 70 to 110° C., a pressure of 0 to 1 MPaG, a residence time of about 0.01 to 50 hours and the like are illustrated. As an apparatus used in the oxidation step, for example, a flowing type or batch type reaction vessel or reaction column can be listed. The oxidation reaction mixture obtai...